This data is from the Open Reaction Database (ORD), a public repository of structured organic reaction records. The task is: describe an organic reaction: reactants, conditions, products, and yield Starting materials: NC=1C(N(C(N(C1N)CC)=O)CC)=O (5,6-diamino-1,3-diethyluracil), FC(C=1C=C(C=CC(=O)O)C=C(C1)C(F)(F)F)(F)F (3,5-bis(trifluoromethyl)cinnamic acid). The yield is 60.7%. The product is FC(C=1C=C(/C=C/C2=NC=3N(C(N(C(C3N2)=O)CC)=O)CC)C=C(C1)C(F)(F)F)(F)F ((E)-8-[3,5-Bis(trifluoromethyl)styryl]-1,3-diethylxanthine). Procedure details: Substantially the same procedure as in Example 7 was repeated using 3.00 g (15.1 mmol) of 5,6-diamino-1,3-diethyluracil and 4.73 g (16.7 mmol) of 3,5-bis(trifluoromethyl)cinnamic acid. Then, the resultant crude crystals were recrystallized from dioxane to give 4.09 g (yield 61%) of Compound 148 as pale yellow needles. RXN SMILES: [NH2:1][C:2]1[C:3](=[O:14])[N:4]([CH2:12][CH3:13])[C:5](=[O:11])[N:6]([CH2:9][CH3:10])[C:7]=1[NH2:8].[F:15][C:16]([F:33])([F:32])[C:17]1[CH:18]=[C:19]([CH:25]=[C:26]([C:28]([F:31])([F:30])[F:29])[CH:27]=1)[CH:20]=[CH:21][C:22](O)=O>>[F:15][C:16]([F:32])([F:33])[C:17]1[CH:18]=[C:19]([CH:25]=[C:26]([C:28]([F:31])([F:30])[F:29])[CH:27]=1)/[CH:20]=[CH:21]/[C:22]1[NH:1][C:2]2[C:3](=[O:14])[N:4]([CH2:12][CH3:13])[C:5](=[O:11])[N:6]([CH2:9][CH3:10])[C:7]=2[N:8]=1. Run in Cl.CO (HCl MeOH). Procedure: To a solution of methyl 4-(3-(cyanomethyl)-8-((2,4-dimethoxybenzyl)amino)imidazo[1,5-a]pyrazin-1-yl)benzoate (12 g, 26.2 mmol) in HCl/MeOH (150 mL) was stirred at RT for 2 hrs. After the reaction was completed, the mixture was neutralized with aq NaHCO3 and extracted with EA and water. The organic layer was dried and concentrated. The residue was purified by column chromatography on silica gel eluted with PE:EA:DCM=2:1:1 to give methyl 4-(8-((2,4-dimethoxybenzyl)amino)-3-(2-methoxy-2-oxoethyl)im... Yields the product COC1=C(CNC=2C=3N(C=CN2)C(=NC3C3=CC=C(C(=O)OC)C=C3)CC(=O)OC)C=CC(=C1)OC (methyl 4-(8-((2,4-dimethoxybenzyl)amino)-3-(2-methoxy-2-oxoethyl)imidazo[1,5-a]pyrazin-1-yl)benzoate). Starting materials: CC(OCC)=O (EA), C(Cl)Cl (DCM), C(#N)CC1=NC(=C2N1C=CN=C2NCC2=C(C=C(C=C2)OC)OC)C2=CC=C(C(=O)OC)C=C2 (methyl 4-(3-(cyanomethyl)-8-((2,4-dimethoxybenzyl)amino)imidazo[1,5-a]pyrazin-1-yl)benzoate), C(=O)(O)[O-].[Na+] (NaHCO3). RXN SMILES: [C:1]([CH2:3][C:4]1[N:8]2[CH:9]=[CH:10][N:11]=[C:12]([NH:13][CH2:14][C:15]3[CH:20]=[CH:19][C:18]([O:21][CH3:22])=[CH:17][C:16]=3[O:23][CH3:24])[C:7]2=[C:6]([C:25]2[CH:34]=[CH:33][C:28]([C:29]([O:31][CH3:32])=[O:30])=[CH:27][CH:26]=2)[N:5]=1)#N.[C:35]([O-])(O)=[O:36].[Na+].CC(=O)[O:42]CC.C(Cl)Cl>Cl.CO>[CH3:24][O:23][C:16]1[CH:17]=[C:18]([O:21][CH3:22])[CH:19]=[CH:20][C:15]=1[CH2:14][NH:13][C:12]1[C:7]2[N:8]([C:4]([CH2:3][C:1]([O:36][CH3:35])=[O:42])=[N:5][C:6]=2[C:25]2[CH:34]=[CH:33][C:28]([C:29]([O:31][CH3:32])=[O:30])=[CH:27][CH:26]=2)[CH:9]=[CH:10][N:11]=1 |f:1.2,5.6|. The yield is 86.0%. Starting materials: [BH4-], CC(=O)c1ccc(C2=CCCCC2)cc1, CO, [Na+], O. Yields the product CC(O)c1ccc(C2=CCCCC2)cc1. As a reaction SMILES: [BH4-:1].[C:3]1([c:9]2[cH:10][cH:11][c:12]([C:15]([CH3:16])=[O:17])[cH:13][cH:14]2)=[CH:4][CH2:5][CH2:6][CH2:7][CH2:8]1.[CH3:18][OH:19].[Na+:2].[OH2:20]>>[C:3]1([c:9]2[cH:10][cH:11][c:12]([CH:15]([CH3:16])[OH:17])[cH:13][cH:14]2)=[CH:4][CH2:5][CH2:6][CH2:7][CH2:8]1. The reactants are ClCC(=O)N1C2=C(C(CCC1)(C)C)C=CC(=C2)[N+](=O)[O-] (2-Chloro-1-(5,5-dimethyl-8-nitro-2,3,4,5-tetrahydro-benzo[b]azepin-1-yl)-ethanone), N1CCCC1 (pyrrolidine), CN(C=O)C (N,N-dimethylformamide). RXN SMILES: Cl[CH2:2][C:3]([N:5]1[CH2:11][CH2:10][CH2:9][C:8]([CH3:13])([CH3:12])[C:7]2[CH:14]=[CH:15][C:16]([N+:18]([O-:20])=[O:19])=[CH:17][C:6]1=2)=[O:4].[NH:21]1[CH2:25][CH2:24][CH2:23][CH2:22]1.CN(C)C=O>>[CH3:12][C:8]1([CH3:13])[CH2:9][CH2:10][CH2:11][N:5]([C:3](=[O:4])[CH2:2][N:21]2[CH2:25][CH2:24][CH2:23][CH2:22]2)[C:6]2[CH:17]=[C:16]([N+:18]([O-:20])=[O:19])[CH:15]=[CH:14][C:7]1=2. Product: CC1(C2=C(N(CCC1)C(CN1CCCC1)=O)C=C(C=C2)[N+](=O)[O-])C (1-(5,5-Dimethyl-8-nitro-2,3,4,5-tetrahydro-benzo[b]azepin-1-yl)-2-pyrrolidin-1-yl-ethanone). Reaction conditions: time 18 hour. Procedure details: 2-Chloro-1-(5,5-dimethyl-8-nitro-2,3,4,5-tetrahydro-benzo[b]azepin-1-yl)-ethanone (0.494 g, 0.00166 mol), pyrrolidine (0.310 mL, 0.00371 mol) and N,N-dimethylformamide (5.0 mL, 0.064 mol) were combined in a round bottom flask and stirred at room temperature for 18 hours. The reaction was concentrated under reduced pressure. The residue was dissolved in methylene chloride and washed with water and then brine. The organic phase was dried with magnesium sulfate, filtered and concentrated under redu... The reactants are C(C)(=O)OC1=CCC2=C(C=CC=C12)OC1=NC=C(C=C1)[N+](=O)[O-] (3-acetyloxy-7-[(5-nitro-2-pyridinyl)oxy]-1H-indene), C(C1=CC=CC=C1)(=O)Cl (benzoyl chloride), C1(=CC=C(C=C1)S(=O)(=O)O)C (p-toluenesulfonic acid). Run in C(C)(=O)OCC (ethyl acetate). Reaction conditions: temperature 100 celsius, time 1.5 hour. The product is C(C1=CC=CC=C1)(=O)OC1=CCC2=C(C=CC=C12)OC1=NC=C(C=C1)[N+](=O)[O-] (3-benzoyloxy-7-[(5-nitro-2-pyridinyl)oxy]-1H-indene). As a reaction SMILES: [C:1]([O:4][C:5]1[C:13]2[C:8](=[C:9]([O:14][C:15]3[CH:20]=[CH:19][C:18]([N+:21]([O-:23])=[O:22])=[CH:17][N:16]=3)[CH:10]=[CH:11][CH:12]=2)[CH2:7][CH:6]=1)(=[O:3])[CH3:2].C(Cl)(=O)[C:25]1[CH:30]=[CH:29]C=[CH:27][CH:26]=1.C1(C)C=CC(S(O)(=O)=O)=CC=1>C(OCC)(=O)C>[C:1]([O:4][C:5]1[C:13]2[C:8](=[C:9]([O:14][C:15]3[CH:20]=[CH:19][C:18]([N+:21]([O-:23])=[O:22])=[CH:17][N:16]=3)[CH:10]=[CH:11][CH:12]=2)[CH2:7][CH:6]=1)(=[O:3])[C:2]1[CH:29]=[CH:30][CH:25]=[CH:26][CH:27]=1. Procedure details: To 500 mg of 3-acetyloxy-7-[(5-nitro-2-pyridinyl)oxy]-1H-indene, 5 ml of benzoyl chloride and 15 mg of p-toluenesulfonic acid were added and the mixture was stirred at 100° C. After 1.5 hours, ethyl acetate was added to the reaction solution and the solution was washed in turn with a saturated sodium hydrogencarbonate solution and a saturated sodium chloride solution. The solution extracted with ethyl acetate was dried over anhydrous magnesium sulfate and the solvent was distilled off. The resul...